This data is from the Open Reaction Database (ORD), a public repository of structured organic reaction records. The task is: describe an organic reaction: reactants, conditions, products, and yield Starting materials: FC1=CC=C(CN(C2=NC=CC=C2)CCN(CCN)C)C=C1 (N-[2-[N-(4-fluorobenzyl)-N-(2-pyridyl)amino]ethyl]-N-methyl-1,2-ethanediamine), C(=O)(N1C=NC=C1)N1C=NC=C1 (1,1'-carbonyldiimidazole), N(C(=N)N)C=1SC=C(N1)CSCCN (2-[[(2-guanidino-4-thiazolyl)methyl]thio]ethaneamine). Yields the product FC1=CC=C(CN(C2=NC=CC=C2)CCN(C)CCNC(=O)NCCSCC=2N=C(SC2)NC(=N)N)C=C1 (N-[2-[N-[2-[N-(4-fluorobenzyl)-N-(2-pyridyl)amino]ethyl]-N-methylamino]ethyl]-N'-[2-[[(2-guanidino-4-thiazolyl)methyl]thio]ethyl]urea). As a reaction SMILES: [F:1][C:2]1[CH:22]=[CH:21][C:5]([CH2:6][N:7]([CH2:14][CH2:15][N:16]([CH3:20])[CH2:17][CH2:18][NH2:19])[C:8]2[CH:13]=[CH:12][CH:11]=[CH:10][N:9]=2)=[CH:4][CH:3]=1.[C:23](N1C=CN=C1)(N1C=CN=C1)=[O:24].[NH:35]([C:39]1[S:40][CH:41]=[C:42]([CH2:44][S:45][CH2:46][CH2:47][NH2:48])[N:43]=1)[C:36]([NH2:38])=[NH:37]>>[F:1][C:2]1[CH:22]=[CH:21][C:5]([CH2:6][N:7]([CH2:14][CH2:15][N:16]([CH2:17][CH2:18][NH:19][C:23]([NH:48][CH2:47][CH2:46][S:45][CH2:44][C:42]2[N:43]=[C:39]([NH:35][C:36]([NH2:38])=[NH:37])[S:40][CH:41]=2)=[O:24])[CH3:20])[C:8]2[CH:13]=[CH:12][CH:11]=[CH:10][N:9]=2)=[CH:4][CH:3]=1. Reported procedure: Preparation is effected analogously to Example 63, using 0.29 g (0.97 mmol) of N-[2-[N-(4-fluorobenzyl)-N-(2-pyridyl)amino]ethyl]-N-methyl-1,2-ethanediamine and the equimolar amounts of 1,1'-carbonyldiimidazole and 2-[[(2-guanidino-4-thiazolyl)methyl]thio]ethaneamine as starting materials. Working up by chromatography analogously to Example 63 yields the purified title compound in the form of a viscous oil: MS (+FAB method): m/z (rel. int. [%])=560 ([M+H]+, 8), 78 (100); IR (KBr): 1659 cm-1 (C=O... The reactants are S(=O)(=O)(OCCl)Cl (chloromethyl chlorosulfate), C(C)(C)(C)OC(=O)NCCCC(=O)O (4-tert-Butoxycarbonylamino-butyric acid), C(=O)(O)[O-].[Na+] (NaHCO3). The reagents and catalysts are [N+](CCCC)(CCCC)(CCCC)CCCC.[O-]S(=O)(=O)O (Bu4NHSO4). The solvent is O.C(Cl)Cl (water CH2Cl2). Reaction conditions: time 8 hour. The product is ClCOC(CCCNC(=O)OC(C)(C)C)=O (4-tert-Butoxycarbonylamino-butyric acid chloromethyl ester). As a reaction SMILES: S(Cl)([O:4][CH2:5][Cl:6])(=O)=O.[C:8]([O:12][C:13]([NH:15][CH2:16][CH2:17][CH2:18][C:19](O)=[O:20])=[O:14])([CH3:11])([CH3:10])[CH3:9].C([O-])(O)=O.[Na+]>[N+](CCCC)(CCCC)(CCCC)CCCC.[O-]S(O)(=O)=O.O.C(Cl)Cl>[Cl:6][CH2:5][O:4][C:19](=[O:20])[CH2:18][CH2:17][CH2:16][NH:15][C:13]([O:12][C:8]([CH3:10])([CH3:9])[CH3:11])=[O:14] |f:2.3,4.5,6.7|. Procedure details: To a mixture of chloromethyl chlorosulfate (1.1 equivalent) and 4-tert-Butoxycarbonylamino-butyric acid (1 equivalent) was added NaHCO3 (3.6 equivalents) and Bu4NHSO4 (catalytic amount) in water/CH2Cl2 (1:1). The mixture was stirred at room temperature overnight. The organic phase was thereafter separated and the aqueous phase was extracted with CH2Cl2 (three times). The combined organic layer was washed with NaHCO3 (×3), brine (×3), dried with MgSO4, filtered and evaporated. Starting materials: CC(C)(C)OC(=O)NC1Cc2ccc3ccccc3c2CC1O, ClCCl. Yields the product CC(C)(C)OC(=O)NC1Cc2ccc3ccccc3c2CC1=O. As a reaction SMILES: [C:1]([CH3:2])([CH3:3])([CH3:4])[O:5][C:6](=[O:7])[NH:8][CH:9]1[CH2:10][c:11]2[cH:12][cH:13][c:14]3[cH:15][cH:16][cH:17][cH:18][c:19]3[c:20]2[CH2:21][CH:22]1[OH:23].[CH2:24]([Cl:25])[Cl:26]>>[C:1]([CH3:2])([CH3:3])([CH3:4])[O:5][C:6](=[O:7])[NH:8][CH:9]1[CH2:10][c:11]2[cH:12][cH:13][c:14]3[cH:15][cH:16][cH:17][cH:18][c:19]3[c:20]2[CH2:21][C:22]1=[O:23]. Reactants: COCCO[Al+]OCCOC, O=C(O)c1ccccc1Oc1ccc(F)cc1, [H-], [H-], [Na+], [Na+], [OH-], c1ccccc1. Product: OCc1ccccc1Oc1ccc(F)cc1. RXN SMILES: [CH3:2][O:3][CH2:4][CH2:5][O:6][Al+:7][O:8][CH2:9][CH2:10][O:11][CH3:12].[F:15][c:16]1[cH:17][cH:18][c:19]([O:20][c:21]2[c:22]([C:23](=[O:24])[OH:25])[cH:26][cH:27][cH:28][cH:29]2)[cH:30][cH:31]1.[H-:14].[H-:1].[Na+:13].[Na+:33].[OH-:32].[cH:34]1[cH:35][cH:36][cH:37][cH:38][cH:39]1>>[F:15][c:16]1[cH:17][cH:18][c:19]([O:20][c:21]2[c:22]([CH2:23][OH:24])[cH:26][cH:27][cH:28][cH:29]2)[cH:30][cH:31]1.